From a dataset of the Open Reaction Database (ORD), a public repository of structured organic reaction records. describe an organic reaction: reactants, conditions, products, and yield Starting materials: FC=1C=C(C=CC1)S(=O)(=O)OC=1C=C2C=NN(C2=CC1)C(C)=O (1-acetyl-1H-indazol-5yl 3-fluorobenzenesulfonate), C(C)(C)OC(C)C (diisopropyl ether), Cl (hydrochloric acid), C(O)([O-])=O.[Na+] (sodium hydrogencarbonate). Solvent: O (water). Yields the product FC=1C=C(C=CC1)S(=O)(=O)OC=1C=C2C=NNC2=CC1 (1H-indazol-5-yl 3-fluorobenzenesulfonate). Isolated yield 59.3%. As a reaction SMILES: [F:1][C:2]1[CH:3]=[C:4]([S:8]([O:11][C:12]2[CH:13]=[C:14]3[C:18](=[CH:19][CH:20]=2)[N:17](C(=O)C)[N:16]=[CH:15]3)(=[O:10])=[O:9])[CH:5]=[CH:6][CH:7]=1.Cl.C(=O)([O-])O.[Na+].C(OC(C)C)(C)C>O>[F:1][C:2]1[CH:3]=[C:4]([S:8]([O:11][C:12]2[CH:13]=[C:14]3[C:18](=[CH:19][CH:20]=2)[NH:17][N:16]=[CH:15]3)(=[O:9])=[O:10])[CH:5]=[CH:6][CH:7]=1 |f:2.3|. Reported procedure: 1H-Indazol-5-yl 3-fluorobenzenesulfonate can be obtained in the following way: a suspension of 193 mg of 1-acetyl-1H-indazol-5yl 3-fluorobenzenesulfonate and of 0.19 ml of hydrochloric acid (d=1.18) in 1.65 ml of distilled water is brought to reflux for 16 hours. After returning to a temperature in the region of 20° C., the reaction medium is basified to a pH in the region of 8 with a saturated aqueous sodium hydrogencarbonate solution and extracted with two times 10 ml of dichloromethane. The p... Reactants: NC1=C(C=CC=C1)C1N(C(NN1)=S)CC (5-(2-aminophenyl)-2,4-dihydro-4-ethyl-1H-[1,2,4]triazol-3-thione), C(C)(=O)OC(C)=O (acetic anhydride). Run in O1CCCC1 (tetrahydrofuran), O (water), C(C)(=O)OCC (ethyl acetate). The product is C(C)(=O)NC1=C(C=CC=C1)C1N(C(NN1)=S)CC (5-(2-acetamidophenyl)-2,4-dihydro-4-ethyl-1H-[1,2,4]triazol-3-thione). As a reaction SMILES: [NH2:1][C:2]1[CH:7]=[CH:6][CH:5]=[CH:4][C:3]=1[CH:8]1[NH:12][NH:11][C:10](=[S:13])[N:9]1[CH2:14][CH3:15].[C:16](OC(=O)C)(=[O:18])[CH3:17]>O1CCCC1.O.C(OCC)(=O)C>[C:16]([NH:1][C:2]1[CH:7]=[CH:6][CH:5]=[CH:4][C:3]=1[CH:8]1[NH:12][NH:11][C:10](=[S:13])[N:9]1[CH2:14][CH3:15])(=[O:18])[CH3:17]. Procedure: A solution of 0.25 g of 5-(2-aminophenyl)-2,4-dihydro-4-ethyl-1H-[1,2,4]triazol-3-thione and 0.13 mL of acetic anhydride in 1.5 mL of tetrahydrofuran and 0.7 mL of water was stirred at 24° C. for 4 hours. The solution was diluted with 25 mL of ethyl acetate, washed with brine, and dried over MgSO4. The mixture was filtered and the filtrate was concentrated to dryness and then dissolved in 20 mL of 1N sodium hydroxide. The aqueous mixture was extracted twice with 20 mL portions of ethyl acetate. ... Reactants: CCOC(=O)C.CCCCCC (EtOAc hexane), [BH4-].[Na+] (Sodium borohydride), C(=O)(OCC)[C@@H]1O[C@H](CS1)OC(C)=O (trans-2-carboethoxy-5-acetoxy-1,3-oxathiolane), resultant solution. Solvent: CO (methanol). Run at time 15 minute. The product is OC[C@@H]1O[C@H](CS1)OC(C)=O (TRANS-2-HYDROXYMETHYL-5-ACETOXY-1,3-OXATHIOLANE). Isolated yield 49.9%. As a reaction SMILES: [BH4-].[Na+].[C:3]([C@H:8]1[S:12][CH2:11][C@H:10]([O:13][C:14](=[O:16])[CH3:15])[O:9]1)(OCC)=[O:4].CCOC(C)=O.CCCCCC>CO>[OH:4][CH2:3][C@H:8]1[S:12][CH2:11][C@H:10]([O:13][C:14](=[O:16])[CH3:15])[O:9]1 |f:0.1,3.4|. Reported procedure: Sodium borohydride (27 mg, 0.708 mmol) was added to a magnetically stirred solution of trans-2-carboethoxy-5-acetoxy-1,3-oxathiolane (52 mg, 0.236 mmol) in methanol (1 mL) at 0° C. under an argon atmosphere. The resultant solution was stirred for 25 minutes at 0° C. The reaction was quenched with 2 drops of saturated ammonium chloride solution followed by dilution with diethyl ether (4 mL). This mixture was stirred at room temperature for 15 minutes and then was dried over anhydrous magnesium su... Reactants: [Cl-], O=C(O)c1c(C(F)(F)F)nc2ccccc2c1O, Nc1nccs1, c1ccncc1. Product: O=C(Nc1nccs1)c1c(C(F)(F)F)nc2ccccc2c1O. RXN SMILES: [Cl-:7].[F:8][C:9]([c:10]1[n:11][c:12]2[cH:13][cH:14][cH:15][cH:16][c:17]2[c:18]([OH:23])[c:19]1[C:20](=[O:21])[OH:22])([F:24])[F:25].[NH2:1][c:2]1[s:3][cH:4][cH:5][n:6]1.[cH:26]1[cH:27][cH:28][n:29][cH:30][cH:31]1>>[NH:1]([c:2]1[s:3][cH:4][cH:5][n:6]1)[C:20]([c:19]1[c:10]([C:9]([F:8])([F:24])[F:25])[n:11][c:12]2[cH:13][cH:14][cH:15][cH:16][c:17]2[c:18]1[OH:23])=[O:21].